Task: describe an organic reaction: reactants, conditions, products, and yield. Dataset: the Open Reaction Database (ORD), a public repository of structured organic reaction records Reactants: NC1=CC(=C(C(=O)NCC2CCN(CC2)CCCCCNCC2=CC=C(C=C2)F)C=C1Cl)OC (4-Amino-5-chloro-N-((1-(5-(4-fluorobenzylamino)pentyl)piperidin-4-yl)methyl)-2-methoxybenzamide), C(C)=O (acetaldehyde), C(#N)[BH3-].[Na+] (sodium cyanoborohydride). The product is NC1=CC(=C(C(=O)NCC2CCN(CC2)CCCCCN(CC2=CC=C(C=C2)F)CC)C=C1Cl)OC (4-amino-5-chloro-N-((1-(5-(N-ethyl-N-(4-fluorobenzyl)amino)pentyl)-piperidin-4-yl)methyl)-2-methoxybenzamide). RXN SMILES: [NH2:1][C:2]1[C:31]([Cl:32])=[CH:30][C:5]([C:6]([NH:8][CH2:9][CH:10]2[CH2:15][CH2:14][N:13]([CH2:16][CH2:17][CH2:18][CH2:19][CH2:20][NH:21][CH2:22][C:23]3[CH:28]=[CH:27][C:26]([F:29])=[CH:25][CH:24]=3)[CH2:12][CH2:11]2)=[O:7])=[C:4]([O:33][CH3:34])[CH:3]=1.[CH:35](=O)[CH3:36].C([BH3-])#N.[Na+]>>[NH2:1][C:2]1[C:31]([Cl:32])=[CH:30][C:5]([C:6]([NH:8][CH2:9][CH:10]2[CH2:15][CH2:14][N:13]([CH2:16][CH2:17][CH2:18][CH2:19][CH2:20][N:21]([CH2:35][CH3:36])[CH2:22][C:23]3[CH:24]=[CH:25][C:26]([F:29])=[CH:27][CH:28]=3)[CH2:12][CH2:11]2)=[O:7])=[C:4]([O:33][CH3:34])[CH:3]=1 |f:2.3|. Procedure details: 4-Amino-5-chloro-N-((1-(5-(4-fluorobenzylamino)pentyl)piperidin-4-yl)methyl)-2-methoxybenzamide (1.8 g) as starting compound, acetaldehyde (0.25 ml) and sodium cyanoborohydride (0.28 g) were reacted and treated in the same manner as in Example 136 to give 1.0 g of 4-amino-5-chloro-N-((1-(5-(N-ethyl-N-(4-fluorobenzyl)amino)pentyl)-piperidin-4-yl)methyl)-2-methoxybenzamide. The reactants are Cl (hydrochloric acid), Cl.[C@@H]12OC[C@@H](NC1)C2 ((1S,4S)-2-oxa-5-azabicyclo[2.2.1]heptane hydrochloride), ClC=1C=2N(C=C(C1)C(F)(F)F)C(=NN2)C(=O)OCC (ethyl 8-chloro-6-(trifluoromethyl)-[1,2,4]triazolo[4,3-a]pyridine-3-carboxylate), C1(=CC=CC=C1)C.C[Al](C)C (trimethylaluminium toluene). Solvent: C1CCOC1 (THF). Reaction conditions: time 1 hour. Product: [C@@H]12OC[C@@H](N(C1)C(=O)C1=NN=C3N1C=C(C=C3Cl)C(F)(F)F)C2 ((1S,4S)-2-oxa-5-azabicyclo[2.2.1]hept-5-yl(8-chloro-6-(trifluoromethyl)-[1,2,4]triazolo[4,3-a]pyridin-3-yl)methanone). Yield: 22.1%. RXN SMILES: Cl.[C@H:2]12[CH2:8][C@H:5]([NH:6][CH2:7]1)[CH2:4][O:3]2.C1(C)C=CC=CC=1.C[Al](C)C.[Cl:20][C:21]1[C:22]2[N:23]([C:31]([C:34](OCC)=[O:35])=[N:32][N:33]=2)[CH:24]=[C:25]([C:27]([F:30])([F:29])[F:28])[CH:26]=1.Cl>C1COCC1>[C@H:2]12[CH2:8][C@H:5]([N:6]([C:34]([C:31]3[N:23]4[CH:24]=[C:25]([C:27]([F:29])([F:28])[F:30])[CH:26]=[C:21]([Cl:20])[C:22]4=[N:33][N:32]=3)=[O:35])[CH2:7]1)[CH2:4][O:3]2 |f:0.1,2.3|. Procedure details: To a mixture of (1S,4S)-2-oxa-5-azabicyclo[2.2.1]heptane hydrochloride (100 mg) and anhydrous THF (4 mL) was added dropwise trimethylaluminium toluene solution (1.8 M, 0.410 mL) in an ice bath. The reaction solution was stirred at the same temperature for 1 hr under argon gas atmosphere, ethyl 8-chloro-6-(trifluoromethyl)-[1,2,4]triazolo[4,3-a]pyridine-3-carboxylate (180 mg) was added thereto, and the mixture was stirred at room temperature for 2 days. The reaction mixture was slowly added to 1N... The reactants are C(C)(C)(C)OC(N[C@@H](C)C(NC1=C(C=CC=C1)NC1COCCC1)=O)=O ({(S)-1-[2-(Tetrahydropyran-3-ylamino)phenylcarbamoyl]ethyl}carbamic acid tertbutyl ester). The solvent is CC(=O)O (AcOH). Reaction conditions: temperature 70 celsius. Yields the product C(C)(C)(C)OC(N[C@@H](C)C1=NC2=C(N1C1COCCC1)C=CC=C2)=O ({(S)-1-[1-(Tetrahydropyran-3-yl)-1H-benzoimidazol-2-yl]ethyl}carbamic acid tertbutyl ester). Isolated yield 81.0%. RXN SMILES: [C:1]([O:5][C:6](=[O:26])[NH:7][C@H:8]([C:10](=O)[NH:11][C:12]1[CH:17]=[CH:16][CH:15]=[CH:14][C:13]=1[NH:18][CH:19]1[CH2:24][CH2:23][CH2:22][O:21][CH2:20]1)[CH3:9])([CH3:4])([CH3:3])[CH3:2]>CC(O)=O>[C:1]([O:5][C:6](=[O:26])[NH:7][C@H:8]([C:10]1[N:18]([CH:19]2[CH2:24][CH2:23][CH2:22][O:21][CH2:20]2)[C:13]2[CH:14]=[CH:15][CH:16]=[CH:17][C:12]=2[N:11]=1)[CH3:9])([CH3:4])([CH3:3])[CH3:2]. Procedure details: {(S)-1-[2-(Tetrahydropyran-3-ylamino)phenylcarbamoyl]ethyl}carbamic acid tertbutyl ester (0.95 g, 2.61 mmol) was dissolved in AcOH (20 mL) and heated to 70° C. for 38 h. Volatiles were then removed in vacuo and the residue was partitioned between DCM and a saturated solution of NaHCO3. The aqueous phase was further extracted with DCM (×2) and the combined organic layers were then washed with brine, dried (Na2SO4) and concentrated in vacuo. The resulting residue was purified by column chromatogra... Reactants: CCN(C(C)C)C(C)C (N,N′-diisopropylethylamine), CN(C=O)C (dimethylformamide), CN(C=O)C (dimethylformamide), ClC(=O)OCC1=CC=C(C=C1)[N+](=O)[O-] (p-nitrobenzyl chloroformate). Run at time 3 day. Yields the product CCN(CCO)C1=CC(=C(C=C1)N)C (CD-4). Reaction SMILES: [CH3:1][CH2:2][N:3]([CH:7]([CH3:9])C)[CH:4]([CH3:6])[CH3:5].ClC(OCC1C=[CH:19][C:18]([N+:21]([O-])=O)=[CH:17][CH:16]=1)=O.CN(C)C=[O:27]>>[CH3:9][CH2:7][N:3]([C:4]1[CH:5]=[CH:19][C:18]([NH2:21])=[C:17]([CH3:16])[CH:6]=1)[CH2:2][CH2:1][OH:27]. Procedure details: To 50 mg of Rho575 in dimethylformamide, 53 μl of N,N′-diisopropylethylamine was added followed by 78 mg of p-nitrobenzyl chloroformate dissolved in dimethylformamide. The reaction mixture was stirred for 3 days and the solvent was removed in vacuo. The residue was dissolved in chloroform and purified on a Biotage SP4 System with a SNAP 25 g column and a chloroform methanol gradient, to give a pink product. The reactants are COc1cc2c(cc1[N+](=O)[O-])NC(=O)CN(Cc1ccccc1)C2, CO. Yields the product COc1cc2c(cc1N)NC(=O)CN(Cc1ccccc1)C2. Reaction SMILES: [CH2:1]([c:2]1[cH:3][cH:4][cH:5][cH:6][cH:7]1)[N:8]1[CH2:9][C:10](=[O:24])[NH:11][c:12]2[c:13]([cH:15][c:16]([O:22][CH3:23])[c:17]([N+:19]([O-:20])=[O:21])[cH:18]2)[CH2:14]1.[CH3:25][OH:26]>>[CH2:1]([c:2]1[cH:3][cH:4][cH:5][cH:6][cH:7]1)[N:8]1[CH2:9][C:10](=[O:24])[NH:11][c:12]2[c:13]([cH:15][c:16]([O:22][CH3:23])[c:17]([NH2:19])[cH:18]2)[CH2:14]1. The reactants are Clc1ccccc1CBr, Cc1[nH]c2ccccc2c1C(=O)N1CCC(O)(Cc2ccccc2)CC1, [H-], [Na+], CN(C)C=O. Product: Cc1c(C(=O)N2CCC(O)(Cc3ccccc3)CC2)c2ccccc2n1Cc1ccccc1Cl. As a reaction SMILES: [Br:29][CH2:30][c:31]1[c:32]([Cl:37])[cH:33][cH:34][cH:35][cH:36]1.[CH2:1]([c:2]1[cH:3][cH:4][cH:5][cH:6][cH:7]1)[C:8]1([OH:26])[CH2:9][CH2:10][N:11]([C:14](=[O:15])[c:16]2[c:17]([CH3:25])[nH:18][c:19]3[cH:20][cH:21][cH:22][cH:23][c:24]23)[CH2:12][CH2:13]1.[H-:28].[Na+:27].[O:38]=[CH:39][N:40]([CH3:41])[CH3:42]>>[CH2:1]([c:2]1[cH:3][cH:4][cH:5][cH:6][cH:7]1)[C:8]1([OH:26])[CH2:9][CH2:10][N:11]([C:14](=[O:15])[c:16]2[c:17]([CH3:25])[n:18]([CH2:30][c:31]3[c:32]([Cl:37])[cH:33][cH:34][cH:35][cH:36]3)[c:19]3[cH:20][cH:21][cH:22][cH:23][c:24]23)[CH2:12][CH2:13]1. Reactants: COCCOC, CCOC(C)=O, Clc1ccnc(Cl)n1, OB(O)c1cccnc1Cl, [Na+], O=C([O-])O, c1ccc(P(c2ccccc2)(c2ccccc2)[Pd](P(c2ccccc2)(c2ccccc2)c2ccccc2)(P(c2ccccc2)(c2ccccc2)c2ccccc2)P(c2ccccc2)(c2ccccc2)c2ccccc2)cc1. Product: Clc1nccc(-c2cccnc2Cl)n1. Reaction SMILES: [CH3:19][O:20][CH2:21][CH2:22][O:23][CH3:24].[CH3:30][CH2:31][O:32][C:33]([CH3:34])=[O:35].[Cl:1][c:2]1[n:3][cH:4][cH:5][c:6]([Cl:8])[n:7]1.[Cl:9][c:10]1[n:11][cH:12][cH:13][cH:14][c:15]1[B:16]([OH:17])[OH:18].[Na+:29].[O-:25][C:26]([OH:27])=[O:28].[cH:36]1[cH:37][cH:38][c:39]([P:40]([Pd:41]([P:42]([c:43]2[cH:44][cH:45][cH:46][cH:47][cH:48]2)([c:49]2[cH:50][cH:51][cH:52][cH:53][cH:54]2)[c:55]2[cH:56][cH:57][cH:58][cH:59][cH:60]2)([P:61]([c:62]2[cH:63][cH:64][cH:65][cH:66][cH:67]2)([c:68]2[cH:69][cH:70][cH:71][cH:72][cH:73]2)[c:74]2[cH:75][cH:76][cH:77][cH:78][cH:79]2)[P:80]([c:81]2[cH:82][cH:83][cH:84][cH:85][cH:86]2)([c:87]2[cH:88][cH:89][cH:90][cH:91][cH:92]2)[c:93]2[cH:94][cH:95][cH:96][cH:97][cH:98]2)([c:99]2[cH:100][cH:101][cH:102][cH:103][cH:104]2)[c:105]2[cH:106][cH:107][cH:108][cH:109][cH:110]2)[cH:111][cH:112]1>>[Cl:1][c:2]1[n:3][cH:4][cH:5][c:6](-[c:15]2[c:10]([Cl:9])[n:11][cH:12][cH:13][cH:14]2)[n:7]1. The reactants are CC(C)(C)C(=O)OCCl, CN(C)C=O, CCOC(C)=O, O=C1NC(=O)C2(N1)C(=O)N(Cc1ccc(Cl)c(Cl)c1)c1ccccc12, Cl, [H-], [Na+], O. The product is CC(C)(C)C(=O)OCN1C(=O)NC2(C1=O)C(=O)N(Cc1ccc(Cl)c(Cl)c1)c1ccccc12. As a reaction SMILES: [C:28]([C:29]([CH3:30])([CH3:31])[CH3:32])(=[O:33])[O:34][CH2:35][Cl:36].[CH3:38][N:39]([CH3:40])[CH:41]=[O:42].[CH3:43][CH2:44][O:45][C:46](=[O:47])[CH3:48].[Cl:1][c:2]1[cH:3][c:4]([CH2:5][N:6]2[C:7](=[O:21])[C:8]3([NH:9][C:10](=[O:14])[NH:11][C:12]3=[O:13])[c:15]3[cH:16][cH:17][cH:18][cH:19][c:20]32)[cH:22][cH:23][c:24]1[Cl:25].[ClH:37].[H-:26].[Na+:27].[OH2:49]>>[Cl:1][c:2]1[cH:3][c:4]([CH2:5][N:6]2[C:7](=[O:21])[C:8]3([NH:9][C:10](=[O:14])[N:11]([CH2:35][O:34][C:28]([C:29]([CH3:30])([CH3:31])[CH3:32])=[O:33])[C:12]3=[O:13])[c:15]3[cH:16][cH:17][cH:18][cH:19][c:20]32)[cH:22][cH:23][c:24]1[Cl:25]. The reactants are C(C)(C)N(CC)C(C)C (diisopropylethylamine), C(C)(=O)OC(C)=O (acetic anhydride), N1CC(C1)C(=O)N1CCN(CCC1)C1CCC1 (1-(azetidin-3-ylcarbonyl)-4-cyclobutyl-1,4-diazepane). The solvent is ClCCl (dichloromethane). Conditions: time 3 hour. The product is C(C)(=O)N1CC(C1)C(=O)N1CCN(CCC1)C1CCC1 (1-[(1-acetylazetidin-3-yl)carbonyl]-4-cyclobutyl-1,4-diazepane). Isolated yield 29.8%. As a reaction SMILES: [NH:1]1[CH2:4][CH:3]([C:5]([N:7]2[CH2:13][CH2:12][CH2:11][N:10]([CH:14]3[CH2:17][CH2:16][CH2:15]3)[CH2:9][CH2:8]2)=[O:6])[CH2:2]1.C(N(C(C)C)CC)(C)C.[C:27](OC(=O)C)(=[O:29])[CH3:28]>ClCCl>[C:27]([N:1]1[CH2:2][CH:3]([C:5]([N:7]2[CH2:13][CH2:12][CH2:11][N:10]([CH:14]3[CH2:17][CH2:16][CH2:15]3)[CH2:9][CH2:8]2)=[O:6])[CH2:4]1)(=[O:29])[CH3:28]. Procedure: To a stirred solution of 1-(azetidin-3-ylcarbonyl)-4-cyclobutyl-1,4-diazepane (100 mg, 0.42 mmol) in dichloromethane (10 mL) cooled to 0° C. was added diisopropylethylamine (160 mg, 1.26 mmol) and acetic anhydride (45 mg, 0.51 mmol). The resulting mixture was stirred at RT for 3 h before it was quenched by addition of water (10 ml). The aqueous layer was extracted with dichloromethane (3×10 ml) and the combined organic layers were washed with saturated aqueous NaHCO3 (10 ml), dried (Na2SO4), fil...